From a dataset of the Open Reaction Database (ORD), a public repository of structured organic reaction records. describe an organic reaction: reactants, conditions, products, and yield Starting materials: CCN=C=NCCCN(C)C, c1cncc(C2CCC(NC3CC3)CC2)c1, CC(O)(c1ccc(C(=O)O)cc1)C(F)(F)F, [Na+], O=C([O-])O, CN(C)C=O, On1nnc2cccnc21. The product is CC(O)(c1ccc(C(=O)N(C2CCC(c3cccnc3)CC2)C2CC2)cc1)C(F)(F)F. RXN SMILES: [CH3:33][CH2:34][N:35]=[C:36]=[N:37][CH2:38][CH2:39][CH2:40][N:41]([CH3:42])[CH3:43].[CH:1]1([NH:4][CH:5]2[CH2:6][CH2:7][CH:8]([c:11]3[cH:12][n:13][cH:14][cH:15][cH:16]3)[CH2:9][CH2:10]2)[CH2:2][CH2:3]1.[F:17][C:18]([C:19]([CH3:20])([OH:21])[c:22]1[cH:23][cH:24][c:25]([C:26](=[O:27])[OH:28])[cH:29][cH:30]1)([F:31])[F:32].[Na+:58].[O-:54][C:55]([OH:56])=[O:57].[O:59]=[CH:60][N:61]([CH3:62])[CH3:63].[OH:44][n:45]1[c:46]2[n:47][cH:48][cH:49][cH:50][c:51]2[n:52][n:53]1>>[CH:1]1([N:4]([CH:5]2[CH2:6][CH2:7][CH:8]([c:11]3[cH:12][n:13][cH:14][cH:15][cH:16]3)[CH2:9][CH2:10]2)[C:26]([c:25]2[cH:24][cH:23][c:22]([C:19]([C:18]([F:17])([F:31])[F:32])([CH3:20])[OH:21])[cH:30][cH:29]2)=[O:27])[CH2:2][CH2:3]1. Reactants: [H-].[Na+] (Sodium hydride), NC=1SC(=NN1)SCCN1CCCCC1 (2-amino-5-piperidinoethylthio-1,3,4-thiadiazole), C(\C=C(/C)\CCC=C(C)C)OC1=CC=C(C(=O)O)C=C1 (4-Geranyloxybenzoic acid), C(=O)(N1C=NC=C1)N1C=NC=C1 (carbonyldiimidazole). Solvent: O1CCCC1 (tetrahydrofuran), O1CCCC1 (tetrahydrofuran). Reaction conditions: time 4 hour. Product: C(\C=C(/C)\CCC=C(C)C)OC1=CC=C(C(=O)NC=2SC(=NN2)SCCN2CCCCC2)C=C1 (2-(4-geranyloxybenzoyl)amino-5-piperidinoethylthio-1,3,4-thiadiazole). The yield is 78.8%. RXN SMILES: [H-].[Na+].[NH2:3][C:4]1[S:5][C:6]([S:9][CH2:10][CH2:11][N:12]2[CH2:17][CH2:16][CH2:15][CH2:14][CH2:13]2)=[N:7][N:8]=1.[CH2:18]([O:28][C:29]1[CH:37]=[CH:36][C:32]([C:33](O)=[O:34])=[CH:31][CH:30]=1)/[CH:19]=[C:20](/[CH2:22][CH2:23][CH:24]=[C:25]([CH3:27])[CH3:26])\[CH3:21].C(N1C=CN=C1)(N1C=CN=C1)=O>O1CCCC1>[CH2:18]([O:28][C:29]1[CH:30]=[CH:31][C:32]([C:33]([NH:3][C:4]2[S:5][C:6]([S:9][CH2:10][CH2:11][N:12]3[CH2:17][CH2:16][CH2:15][CH2:14][CH2:13]3)=[N:7][N:8]=2)=[O:34])=[CH:36][CH:37]=1)/[CH:19]=[C:20](/[CH2:22][CH2:23][CH:24]=[C:25]([CH3:27])[CH3:26])\[CH3:21] |f:0.1|. Reported procedure: Sodium hydride (0.4 g) and 2-amino-5-piperidinoethylthio-1,3,4-thiadiazole (1.5 g) were stirred in tetrahydrofuran (30 ml) for 30 minutes while being cooled with ice. 4-Geranyloxybenzoic acid (1.6 g) and carbonyldiimidazole (1.1 g) were stirred in tetrahydrofuran (30 ml) for 30 minutes at room temperature and the mixture was added to the former reaction mixture. The mixture was stirred for 4 hours at room temperature, and then concentrated under a vacuum. The residue, with water added thereto, w... The reactants are CN=C=O (methyl isocyanate), C([O-])([O-])=O.[K+].[K+] (potassium carbonate), ClC1=CC=C(C(=O)NCCN2C(CCC2)C2=CC(=CC=C2)O)C=C1 (4-chloro-N-{2-[2-(3-hydroxyphenyl)-1-pyrrolidinyl]ethyl}benzamide). The solvent is O1CCCC1 (tetrahydrofuran). Reaction conditions: time 2 hour. Product: CNC(OC1=CC(=CC=C1)C1N(CCC1)CCNC(C1=CC=C(C=C1)Cl)=O)=O (3-{1-[2-[(4-Chlorobenzoyl)amino]ethyl]-2-pyrrolidinyl}phenyl methylcarbamate). Isolated yield 94.0%. RXN SMILES: [Cl:1][C:2]1[CH:24]=[CH:23][C:5]([C:6]([NH:8][CH2:9][CH2:10][N:11]2[CH2:15][CH2:14][CH2:13][CH:12]2[C:16]2[CH:21]=[CH:20][CH:19]=[C:18]([OH:22])[CH:17]=2)=[O:7])=[CH:4][CH:3]=1.[CH3:25][N:26]=[C:27]=[O:28].C(=O)([O-])[O-].[K+].[K+]>O1CCCC1>[CH3:25][NH:26][C:27](=[O:28])[O:22][C:18]1[CH:19]=[CH:20][CH:21]=[C:16]([CH:12]2[CH2:13][CH2:14][CH2:15][N:11]2[CH2:10][CH2:9][NH:8][C:6](=[O:7])[C:5]2[CH:4]=[CH:3][C:2]([Cl:1])=[CH:24][CH:23]=2)[CH:17]=1 |f:2.3.4|. Procedure: The 4-chloro-N-{2-[2-(3-hydroxyphenyl)-1-pyrrolidinyl]ethyl}benzamide (0.29 g) was dissolved in tetrahydrofuran (20 ml), and methyl isocyanate (50.0 μl) and milled potassium carbonate (0.17 g) at ambient temperature were added, under nitrogen. The reaction mixture was stirred for 2 hrs and filtered through a pad of celite. The filter cake was washed with ethyl acetate, and the combined filtrates were concentrated. Crystallization of the residue with ether/petroleum ether gave 0.32 g (94%) of pro... Starting materials: O=[N+]([O-])c1ccc(F)cc1, [H-], [Na+], CN(C)C=O, O, O=C1NCc2cc(O)ccc21. Yields the product O=C1NCc2cc(Oc3ccc([N+](=O)[O-])cc3)ccc21. RXN SMILES: [F:14][c:15]1[cH:16][cH:17][c:18]([N+:21](=[O:22])[O-:23])[cH:19][cH:20]1.[H-:2].[Na+:1].[O:25]=[CH:26][N:27]([CH3:28])[CH3:29].[OH2:24].[OH:3][c:4]1[cH:5][c:6]2[c:10]([cH:11][cH:12]1)[C:9](=[O:13])[NH:8][CH2:7]2>>[O:3]([c:4]1[cH:5][c:6]2[c:10]([cH:11][cH:12]1)[C:9](=[O:13])[NH:8][CH2:7]2)[c:15]1[cH:16][cH:17][c:18]([N+:21](=[O:22])[O-:23])[cH:19][cH:20]1. The reactants are O1C(=CC=C1)CCC(=O)O (3-(furan-2-yl)propanoic acid). The reagents and catalysts are [Pd] (Pd/C). The solvent is CO (MeOH). Conditions: temperature 60 celsius, time 8 hour. Yields the product O1C(CCC1)CCC(=O)O (3-(tetrahydrofuran-2-yl)propanoic acid). Reaction SMILES: [O:1]1[CH:5]=[CH:4][CH:3]=[C:2]1[CH2:6][CH2:7][C:8]([OH:10])=[O:9]>CO.[Pd]>[O:1]1[CH2:5][CH2:4][CH2:3][CH:2]1[CH2:6][CH2:7][C:8]([OH:10])=[O:9]. Reported procedure: A mixture of 3-(furan-2-yl)propanoic acid (11.0 g, 80.0 mmol) and Pd/C (1.1 g, 10%) in MeOH (110 mL) was stirred at 60° C. under 30 bar of H2 overnight. The mixture was then filtered and the filtrate was concentrated in vacuo to give the title compound, which was used for next step without further purification. The product is C1(CCCC1)C[C@@H](C(=O)N(C)OC)NC(OC(C)(C)C)=O ((S)-tert-butyl (3-cyclopentyl-1-(methoxy(methyl)amino)-1-oxopropan-2-yl)carbamate). Procedure: To a flask charged with compound (S)-2-((tert-butoxycarbonyl)amino)-3-cyclopentylpropanoic acid (55.0 g, 214 mmol) was added THF/DCM (800 mL, 1:1). The solution was cooled to 0° C. and ethyl chloroformate (24.5 mL, 257 mmol) and NMM (28.4 mL, 257 mmol) was added dropwise sequentially. After addition, the mixture was stirred at 0° C. under nitrogen for 1 h. To the other flask charged with N,O-dimethylhydroxylamine HCl (25.0 g, 257 mmol) was added DCM (400 mL). The mixture was cooled to 0° C. and ... RXN SMILES: [C:1]([O:5][C:6]([NH:8][C@@H:9]([CH2:13][CH:14]1[CH2:18][CH2:17][CH2:16][CH2:15]1)[C:10]([OH:12])=O)=[O:7])([CH3:4])([CH3:3])[CH3:2].ClC(OCC)=O.CN1CCOCC1.Cl.[CH3:33][NH:34][O:35][CH3:36]>C(Cl)Cl.C1COCC1.C(Cl)Cl>[CH:14]1([CH2:13][C@H:9]([NH:8][C:6](=[O:7])[O:5][C:1]([CH3:2])([CH3:3])[CH3:4])[C:10]([N:34]([O:35][CH3:36])[CH3:33])=[O:12])[CH2:18][CH2:17][CH2:16][CH2:15]1 |f:3.4,6.7|. Run at temperature 0 celsius, time 1 hour. Isolated yield 93.3%. Solvent: C1CCOC1.C(Cl)Cl (THF DCM), C(Cl)Cl (DCM). Starting materials: C(C)(C)(C)OC(=O)N[C@H](C(=O)O)CC1CCCC1 ((S)-2-((tert-butoxycarbonyl)amino)-3-cyclopentylpropanoic acid), Cl.CNOC (N,O-dimethylhydroxylamine HCl), ClC(=O)OCC (ethyl chloroformate), CN1CCOCC1 (NMM), TEA. Reactants: C[C@H]1OC(C2=CC=C(C=C2C1)C1OC1)=O ((3R)-3-methyl-6-(oxiran-2-yl)-3,4-dihydro-1H-isochromen-1-one), BrC=1C=C2C[C@@H](OC(C2=CC1)=O)C ((3S)-6-bromo-3-methyl-3,4-dihydro-1H-isochromen-1-one). The product is C[C@@H]1OC(C2=CC=C(C=C2C1)C1OC1)=O ((3S)-3-Methyl-6-(oxiran-2-yl)-3,4-dihydro-1H-isochromen-1-one). As a reaction SMILES: [CH3:1][C@@H:2]1[CH2:11][C:10]2[C:5](=[CH:6][CH:7]=[C:8]([CH:12]3[CH2:14][O:13]3)[CH:9]=2)[C:4](=[O:15])[O:3]1.BrC1C=C2C(=CC=1)C(=O)O[C@@H](C)C2>>[CH3:1][C@H:2]1[CH2:11][C:10]2[C:5](=[CH:6][CH:7]=[C:8]([CH:12]3[CH2:14][O:13]3)[CH:9]=2)[C:4](=[O:15])[O:3]1. Procedure details: (3S)-3-Methyl-6-(oxiran-2-yl)-3,4-dihydro-1H-isochromen-1-one was prepared in an analogous fashion to that described for the synthesis of (3R)-3-methyl-6-(oxiran-2-yl)-3,4-dihydro-1H-isochromen-1-one except starting from (3S)-6-bromo-3-methyl-3,4-dihydro-1H-isochromen-1-one.